Dataset: the Open Reaction Database (ORD), a public repository of structured organic reaction records. Task: describe an organic reaction: reactants, conditions, products, and yield Reactants: C1(CCC1)CN1N=NC2=C1C=CC(=C2)[N+](=O)[O-] (1-(cyclobutylmethyl)-5-nitro-1H-benzotriazole). The reagents and catalysts are [Pd] (palladium on carbon). Solvent: C(C)O (ethanol). Run at temperature 23 celsius, time 20 hour. The product is C1(CCC1)CN1N=NC2=C1C=CC(=C2)N (1-(cyclobutylmethyl)-1H-benzotriazol-5-amine). As a reaction SMILES: [CH:1]1([CH2:5][N:6]2[C:10]3[CH:11]=[CH:12][C:13]([N+:15]([O-])=O)=[CH:14][C:9]=3[N:8]=[N:7]2)[CH2:4][CH2:3][CH2:2]1>[Pd].C(O)C>[CH:1]1([CH2:5][N:6]2[C:10]3[CH:11]=[CH:12][C:13]([NH2:15])=[CH:14][C:9]=3[N:8]=[N:7]2)[CH2:2][CH2:3][CH2:4]1. Procedure: A mixture of 1-(cyclobutylmethyl)-5-nitro-1H-benzotriazole (3-2, 1.2 g, 5.17 mmol, 1 equiv) and 10% palladium on carbon (0.6 g) in ethanol (50 mL) was stirred at 23° C. under a hydrogen balloon for 20 h. The catalyst was filtered onto a pad of diatomaceous earth and washed with ethanol (100 mL). The filtrate was concentrated to give 1-(cyclobutylmethyl)-1H-benzotriazol-5-amine (3-3) as a grey solid. 1H NMR (300 MHz, CDCl3) δ 7.32 (d, 1H, J=8.9 Hz), 7.20 (d, 1H, J=1.8 Hz), 6.92 (dd, 1H, J=8.5, 1.... Reactants: CN(C=O)C (N,N-dimethylformamide), S(=O)(Cl)Cl (thionyl chloride), C(C)N(C1=CC=CC=C1)CC (N,N-diethylaniline), C(C)(=O)C=1C=CC(=C(C1)S(=O)(=O)O)C (5-acetyl-2-methylbenzenesulfonic acid). Run in C(Cl)(Cl)Cl (chloroform), O (water). Reaction conditions: time 1 hour. The product is C(C)(=O)C=1C=CC(=C(C1)S(=O)(=O)Cl)C (5-acetyl-2-methylbenzenesulfonyl chloride). The yield is 87.4%. As a reaction SMILES: C(N(CC)C1C=CC=CC=1)C.[C:12]([C:15]1[CH:16]=[CH:17][C:18]([CH3:25])=[C:19]([S:21](O)(=[O:23])=[O:22])[CH:20]=1)(=[O:14])[CH3:13].CN(C)C=O.S(Cl)([Cl:33])=O>C(Cl)(Cl)Cl.O>[C:12]([C:15]1[CH:16]=[CH:17][C:18]([CH3:25])=[C:19]([S:21]([Cl:33])(=[O:23])=[O:22])[CH:20]=1)(=[O:14])[CH3:13]. Procedure: 363 Grams (1.0M) of N,N-diethylaniline salt of 5-acetyl-2-methylbenzenesulfonic acid was dissolved in 934 g of chloroform, to this solution was added a mixture of 80.3 g (1.1M) of N,N-dimethylformamide with 130.9 g (1.1M) of thionyl chloride at a temperature of 2°-3° C., and the whole mixture was stirred at the same temperature for 1 hour. 1,500 Grams of water was added to this reaction mixture, the chloroform layer was separated and washed 3 times with 500 g of water. The chloroform layer was c... Reactants: CCOC(=O)C(CCCCc1ccccc1)Cc1cccc2ccccc12, CCO, [Na+], [OH-]. Product: O=C(O)C(CCCCc1ccccc1)Cc1cccc2ccccc12. Reaction SMILES: [CH2:1]([CH3:2])[O:3][C:4]([CH:5]([CH2:6][CH2:7][CH2:8][CH2:9][c:10]1[cH:11][cH:12][cH:13][cH:14][cH:15]1)[CH2:16][c:17]1[cH:18][cH:19][cH:20][c:21]2[cH:22][cH:23][cH:24][cH:25][c:26]12)=[O:27].[CH3:30][CH2:31][OH:32].[Na+:29].[OH-:28]>>[O:3]=[C:4]([CH:5]([CH2:6][CH2:7][CH2:8][CH2:9][c:10]1[cH:11][cH:12][cH:13][cH:14][cH:15]1)[CH2:16][c:17]1[cH:18][cH:19][cH:20][c:21]2[cH:22][cH:23][cH:24][cH:25][c:26]12)[OH:27]. The reactants are ClC1=NC=C(C(=N1)Cl)C(F)(F)F (2,4-dichloro-5-(trifluoromethyl)pyrimidine), C([O-])([O-])=O.[K+].[K+] (potassium carbonate), NC1=C(C=C(C=C1)N1CCN(CC1)C(=O)[O-])OC (4-(4-amino-3-methoxyphenyl)piperazin-1-carboxylate). Run in C(CCC)O (n-butanol), C(CCC)O (n-butanol). Conditions: time 8 hour. Product: C(C)(C)(C)OC(=O)N1CCN(CC1)C1=CC(=C(C=C1)NC1=NC(=NC=C1C(F)(F)F)Cl)OC (tert-butyl-4-(4-(2-chloro-5-(trifluoromethyl)pyrimidin-4-yl-amino)-3-methoxyphenyl)piperazin-1-carboxylate). Yield: 47.8%. As a reaction SMILES: [Cl:1][C:2]1[N:7]=[C:6](Cl)[C:5]([C:9]([F:12])([F:11])[F:10])=[CH:4][N:3]=1.C(=O)([O-])[O-].[K+].[K+].[NH2:19][C:20]1[CH:25]=[CH:24][C:23]([N:26]2[CH2:31][CH2:30][N:29]([C:32]([O-:34])=[O:33])[CH2:28][CH2:27]2)=[CH:22][C:21]=1[O:35][CH3:36]>C(O)CCC>[C:5]([O:33][C:32]([N:29]1[CH2:30][CH2:31][N:26]([C:23]2[CH:24]=[CH:25][C:20]([NH:19][C:6]3[C:5]([C:9]([F:12])([F:11])[F:10])=[CH:4][N:3]=[C:2]([Cl:1])[N:7]=3)=[C:21]([O:35][CH3:36])[CH:22]=2)[CH2:27][CH2:28]1)=[O:34])([CH3:9])([CH3:6])[CH3:4] |f:1.2.3|. Procedure details: 2,4-dichloro-5-(trifluoromethyl)pyrimidine (800 mg) and potassium carbonate (510 mg) were dissolved in n-butanol (15 ml), dropwisely added with a reaction solution, in which 4-(4-amino-3-methoxyphenyl)piperazin-1-carboxylate (1.13 g) was dissolved in n-butanol (5 ml), and stirred at room temperature overnight. Then, the mixture was distilled under reduced pressure to remove the solvent, added with ethyl acetate, and washed with saturated brine. The washed organic layer was dried with sodium sulf... Starting materials: O (Water), NCC1=NC=CC=C1 (2-aminomethylpyridine), C([O-])([O-])=O.[Na+].[Na+] (sodium carbonate), C(C1=CC=CC=C1)OC=1C=CC(=C(C(=O)Cl)C1)OCC(F)(F)F (5-benzyloxy-2-(2,2,2-trifluoroethoxy)benzoyl chloride). Solvent: C(C)OCC (diethyl ether), C1=CC=CC=C1 (benzene), C1=CC=CC=C1 (benzene). Reaction conditions: time 16 hour. The product is FC(COC1=C(C(=O)N)C=CC=C1)(F)F (2,2,2-trifluoroethoxybenzamide). Reaction SMILES: [NH2:1]CC1C=CC=CN=1.C(=O)([O-])[O-].[Na+].[Na+].C(O[C:23]1[CH:24]=[CH:25][C:26]([O:32][CH2:33][C:34]([F:37])([F:36])[F:35])=[C:27]([CH:31]=1)[C:28](Cl)=[O:29])C1C=CC=CC=1.O>C1C=CC=CC=1.C(OCC)C>[F:35][C:34]([F:37])([F:36])[CH2:33][O:32][C:26]1[CH:25]=[CH:24][CH:23]=[CH:31][C:27]=1[C:28]([NH2:1])=[O:29] |f:1.2.3|. Reported procedure: To a solution of 3.2 g (0.0299 mole) of 2-aminomethylpyridine and 12.1 g (0.114 mole) of sodium carbonate in 100 ml of benzene is added dropwise a solution of 9.8 g (0.0285 mole) of 5-benzyloxy-2-(2,2,2-trifluoroethoxy)benzoyl chloride in 30 ml benzene. The mixture is stirred for about 16 hours at room temperature. Water and diethyl ether are added. The ether layer is separated, washed with water, then with saturated aqueous sodium chloride solution. The solution is dried over magnesium sulfate,...